Dataset: the Open Reaction Database (ORD), a public repository of structured organic reaction records. Task: describe an organic reaction: reactants, conditions, products, and yield The reactants are CS(C)=O, COc1cccc(CCl)c1F, N#C[Na], O. Yields the product COc1cccc(CC#N)c1F. Reaction SMILES: [CH3:16][S:17]([CH3:18])=[O:19].[F:1][c:2]1[c:3]([CH2:4][Cl:5])[cH:6][cH:7][cH:8][c:9]1[O:10][CH3:11].[Na:12][C:13]#[N:14].[OH2:15]>>[F:1][c:2]1[c:3]([CH2:4][C:13]#[N:14])[cH:6][cH:7][cH:8][c:9]1[O:10][CH3:11]. Reactants: C(=O)(OC(C)(C)C)N[C@@H](CC1=CC=NC=C1)C(=O)O (N-Boc-(5)-3-(pyridin-4-yl)alanine), ClC(=O)OCC(C)C (isobutyl chloroformate), N1CCCC1 (pyrrolidine), CCN(C(C)C)C(C)C (DIEA). The solvent is C(Cl)Cl (CH2Cl2), C(Cl)Cl (CH2Cl2). Run at temperature 0 celsius, time 10 minute. Product: O=C([C@@H](CC1=CC=NC=C1)NC(OC(C)(C)C)=O)N1CCCC1 (tert-butyl(R)-1-oxo-3-(pyridin-4-yl)-1-(pyrrolidin-1-yl)propan-2-ylcarbamate), 06172. Yield: 24.0%. As a reaction SMILES: [C:1]([NH:8][C@H:9]([C:17]([OH:19])=O)[CH2:10][C:11]1[CH:16]=[CH:15][N:14]=[CH:13][CH:12]=1)([O:3][C:4]([CH3:7])([CH3:6])[CH3:5])=[O:2].CC[N:22]([CH:26]([CH3:28])C)[CH:23]([CH3:25])C.ClC(OCC(C)C)=O.N1CCCC1>C(Cl)Cl>[O:19]=[C:17]([N:22]1[CH2:23][CH2:25][CH2:28][CH2:26]1)[C@H:9]([NH:8][C:1](=[O:2])[O:3][C:4]([CH3:5])([CH3:6])[CH3:7])[CH2:10][C:11]1[CH:12]=[CH:13][N:14]=[CH:15][CH:16]=1. Procedure details: N-Boc-(5)-3-(pyridin-4-yl)alanine (0.500 g, 1.88 mmol) was dissolved in CH2Cl2 (15 mL) and DIEA (361 μL, 2.07 mmol) was added. The mixture was cooled to 0° C. and isobutyl chloroformate (270 μL, 2.07 mmol) was added. The mixture was stirred for 10 min and pyrrolidine (267 mg, 3.76 mmol) in CH2Cl2 (5 mL) was added. This mixture was stirred for 15 min at 4° C., 12 h at 25° C., washed successively with NaH2PO4, saturated sodium hydrogen carbonate, water and brine. The organic layer was dried over m... Reactants: CC1=CC(=CC(=C1)C)C (1,3,5-Trimethylbenzene), ClCC1=CC=C(O1)C(=O)OC (methyl 5-chloromethyl-2-furanoate), [Cl-].[Cl-].[Cl-].[Al+3] (aluminum trichloride). The solvent is ClCCl (dichloromethane). Product: COC(=O)C=1OC(=CC1)CC1=C(C=C(C=C1C)C)C (5-(2,4,6-trimethylbenzyl)furan-2-carboxylic acid methyl ester), oil. Isolated yield 86.0%. RXN SMILES: [CH3:1][C:2]1[CH:7]=[C:6]([CH3:8])[CH:5]=[C:4]([CH3:9])[CH:3]=1.Cl[CH2:11][C:12]1[O:16][C:15]([C:17]([O:19][CH3:20])=[O:18])=[CH:14][CH:13]=1.[Cl-].[Cl-].[Cl-].[Al+3]>ClCCl>[CH3:20][O:19][C:17]([C:15]1[O:16][C:12]([CH2:11][C:3]2[C:4]([CH3:9])=[CH:5][C:6]([CH3:8])=[CH:7][C:2]=2[CH3:1])=[CH:13][CH:14]=1)=[O:18] |f:2.3.4.5|. Procedure: 1,3,5-Trimethylbenzene (6.85 g, 57 mmol), methyl 5-chloromethyl-2-furanoate (2.48 g, 14.2 mmol) and aluminum trichloride (2.46 g, 18 mmol) were refluxed in dichloromethane (30 mL) for 4 h. The reaction was quenched with water, and the two layers were separated. The organic layer was concentrated and passed through a silica gel column. Hexane was used as the mobile phase to elute the product. The 5-(2,4,6-trimethylbenzyl)furan-2-carboxylic acid methyl ester was obtained as a yellow oil (86%). Product: CC1=NC(=NO1)CSCCN (2-[(5-Methyl-1,2,4-oxadiazol-3-yl)methylthio]ethylamine). The reactants are Cl.NCCS (Cysteamine hydrochloride), C[O-].[Na+] (sodium methylate), ClCC1=NOC(=N1)C (3-chloromethyl-5-methyl-1,2,4-oxadiazole). Solvent: CO (methanol), CO (methanol). Procedure details: Cysteamine hydrochloride (3.03 g; 26.7 mmoles) was added in several portions over a period of 10 minutes to a stirred solution of sodium methylate (2.89 g; 53.4 mmoles) in 50 ml of methanol at 0°. After stirring for 70 minutes at 0°, a solution of 3-chloromethyl-5-methyl-1,2,4-oxadiazole (3.54 g; 26.7 mmoles) in 15 ml of methanol was added dropwise over a period of 15 minutes, and the reaction mixture was allowed to stir at ambient temperature for 16 hours. The mixture was filtered, evaporated a... Reaction SMILES: Cl.[NH2:2][CH2:3][CH2:4][SH:5].C[O-].[Na+].Cl[CH2:10][C:11]1[N:15]=[C:14]([CH3:16])[O:13][N:12]=1>CO>[CH3:16][C:14]1[O:13][N:12]=[C:11]([CH2:10][S:5][CH2:4][CH2:3][NH2:2])[N:15]=1 |f:0.1,2.3|. Isolated yield 121.9%. Reaction conditions: time 70 minute. RXN SMILES: [CH2:17]1[O:18][CH2:19][CH2:20][CH2:21]1.[CH3:23][OH:24].[ClH:22].[F:3][c:4]1[c:5]([C:6](=[O:7])[O:8][CH3:9])[cH:10][cH:11][c:12]([O:15][CH3:16])[c:13]1[F:14].[Na+:2].[OH-:1]>>[F:3][c:4]1[c:5]([C:6](=[O:7])[OH:8])[cH:10][cH:11][c:12]([O:15][CH3:16])[c:13]1[F:14]. Starting materials: C1CCOC1, CO, Cl, COC(=O)c1ccc(OC)c(F)c1F, [Na+], [OH-]. The product is COc1ccc(C(=O)O)c(F)c1F. Starting materials: CC(=O)[CH-]C(C)=O, C1=CCCCC1, COC(=O)C(=[N+]=[N-])C(=O)OC. Yields the product COC(=O)C1(C(=O)OC)C2CCCCC21. As a reaction SMILES: [CH-:7]([C:8](=[O:9])[CH3:10])[C:11](=[O:12])[CH3:13].[CH2:1]1[CH2:2][CH2:3][CH:4]=[CH:5][CH2:6]1.[N+:14](=[N-:15])=[C:16]([C:17](=[O:18])[O:19][CH3:20])[C:21](=[O:22])[O:23][CH3:24]>>[CH2:1]1[CH2:2][CH:3]2[CH:4]([CH2:5][CH2:6]1)[C:16]2([C:17](=[O:18])[O:19][CH3:20])[C:21](=[O:22])[O:23][CH3:24]. Starting materials: BrC=1C=C2CCCC2=CC1[N+](=O)[O-] (5-bromo-6-nitroindan), potassium tert.-butylate, N1=C(C=CC=C1)S (2-pyridinethiol). Run in CN(C=O)C (dimethylformamide). Product: [N+](=O)([O-])C=1C=C2CCCC2=CC1SC1=NC=CC=C1 (5-nitro-6-(2-pyridylthio)indan). Reaction SMILES: Br[C:2]1[CH:3]=[C:4]2[C:8](=[CH:9][C:10]=1[N+:11]([O-:13])=[O:12])[CH2:7][CH2:6][CH2:5]2.[N:14]1[CH:19]=[CH:18][CH:17]=[CH:16][C:15]=1[SH:20]>CN(C)C=O>[N+:11]([C:10]1[CH:9]=[C:8]2[C:4](=[CH:3][C:2]=1[S:20][C:15]1[CH:16]=[CH:17][CH:18]=[CH:19][N:14]=1)[CH2:5][CH2:6][CH2:7]2)([O-:13])=[O:12]. Reported procedure: 4.8 g. of 5-bromo-6-nitroindan, 4.5 g. of potassium tert.-butylate, 4.4 g. of 2-pyridinethiol are heated in 50 ml. of absolute dimethylformamide for 3 hours under nitrogen to 80°. The mixture is concentrated under vacuum; the residue is combined with ethyl acetate and extracted four times with water. The ethyl acetate phase is concentrated, and the residue is purified on a silica gel column (system: cyclohexane/ethyl acetate 4:1). After crystallization from ethanol, 3.3 g. of 5-nitro-6-(2-pyridy...